Dataset: the Open Reaction Database (ORD), a public repository of structured organic reaction records. Task: describe an organic reaction: reactants, conditions, products, and yield Starting materials: CC(=O)OC(C)=O, OC1OC2CC3CC1C2C3, c1ccncc1. The product is CC(=O)OC1OC2CC3CC2C1C3. As a reaction SMILES: [CH3:11][C:12](=[O:13])[O:14][C:15](=[O:16])[CH3:17].[CH:1]12[CH2:2][CH:3]3[O:4][CH:5]([OH:10])[CH:6]([CH:7]3[CH2:8]1)[CH2:9]2.[cH:18]1[cH:19][cH:20][n:21][cH:22][cH:23]1>>[CH:1]12[CH2:2][CH:3]3[O:4][CH:5]([O:10][C:12]([CH3:11])=[O:13])[CH:6]([CH:7]3[CH2:8]1)[CH2:9]2. The reactants are BrCCCCBr, Cc1ccccc1, [H-], [Na+], O, OCC1CC1. Yields the product BrCCCCOCC1CC1. As a reaction SMILES: [Br:8][CH2:9][CH2:10][CH2:11][CH2:12][Br:13].[CH3:15][c:16]1[cH:17][cH:18][cH:19][cH:20][cH:21]1.[H-:1].[Na+:2].[OH2:14].[OH:3][CH2:4][CH:5]1[CH2:6][CH2:7]1>>[O:3]([CH2:4][CH:5]1[CH2:6][CH2:7]1)[CH2:12][CH2:11][CH2:10][CH2:9][Br:8].